The task is: describe an organic reaction: reactants, conditions, products, and yield. This data is from the Open Reaction Database (ORD), a public repository of structured organic reaction records. Reactants: NO (Hydroxylamine), C(#N)C1=CC=C(OC=2C=C(C(=O)NC3=NN(C=C3)C)C=C(C2)O[C@H](COC)C)C=C1 (3-(4-cyanophenoxy)-5-[(1S)-2-methoxy-(1-methylethyl)oxy]-N-(1-methyl-1H-pyrazol-3-yl)benzamide). Run in C(C)O (ethanol). Reaction conditions: time 18 hour. Yields the product ONC(C1=CC=C(OC=2C=C(C(=O)NC3=NN(C=C3)C)C=C(C2)O[C@H](COC)C)C=C1)=N (3-{-4-[(Hydroxyamino)(imino)methyl]phenoxy}-5-[(1S)-2-methoxy-1-methylethoxy]-N-(1-methyl-1H-pyrazol-3-yl)benzamide). RXN SMILES: [NH2:1][OH:2].[C:3]([C:5]1[CH:32]=[CH:31][C:8]([O:9][C:10]2[CH:11]=[C:12]([CH:22]=[C:23]([O:25][C@@H:26]([CH3:30])[CH2:27][O:28][CH3:29])[CH:24]=2)[C:13]([NH:15][C:16]2[CH:20]=[CH:19][N:18]([CH3:21])[N:17]=2)=[O:14])=[CH:7][CH:6]=1)#[N:4]>C(O)C>[OH:2][NH:1][C:3](=[NH:4])[C:5]1[CH:32]=[CH:31][C:8]([O:9][C:10]2[CH:11]=[C:12]([CH:22]=[C:23]([O:25][C@@H:26]([CH3:30])[CH2:27][O:28][CH3:29])[CH:24]=2)[C:13]([NH:15][C:16]2[CH:20]=[CH:19][N:18]([CH3:21])[N:17]=2)=[O:14])=[CH:7][CH:6]=1. Procedure details: Hydroxylamine (50% w/w solution, 1 mL) was added to absolution of 3-(4-cyanophenoxy)-5-[(1S)-2-methoxy-(1-methylethyl)oxy]-N-(1-methyl-1H-pyrazol-3-yl)benzamide (300 mg, 0.74 mmol) in ethanol (3 mL) and the reaction mixture allowed to stir at RT for 18 hours. The volatiles were removed in vacuo to give the desired compound as a colourless foam (325 mg).